describe an organic reaction: reactants, conditions, products, and yield From a dataset of the Open Reaction Database (ORD), a public repository of structured organic reaction records. The reactants are C1(CCCCC1)[Mg]Br.O1CCCC1 (cyclohexylmagnesium bromide tetrahydrofuran), C(C)C=1SC(=CC1C=O)C1CCOCC1 (2-ethyl-5-(tetrahydro-2H-pyran-4-yl)thiophene-3-carbaldehyde), [Cl-].[NH4+] (ammonium chloride). Solvent: O1CCCC1 (tetrahydrofuran). Run at time 2 hour. Yields the product C1(CCCCC1)C(O)C1=C(SC(=C1)C1CCOCC1)CC (cyclohexyl[2-ethyl-5-(tetrahydro-2H-pyran-4-yl)thiophen-3-yl]methanol). Isolated yield 77.0%. Reaction SMILES: [CH2:1]([C:3]1[S:4][C:5]([CH:10]2[CH2:15][CH2:14][O:13][CH2:12][CH2:11]2)=[CH:6][C:7]=1[CH:8]=[O:9])[CH3:2].[CH:16]1([Mg]Br)[CH2:21][CH2:20][CH2:19][CH2:18][CH2:17]1.O1CCCC1.[Cl-].[NH4+]>O1CCCC1>[CH:16]1([CH:8]([C:7]2[CH:6]=[C:5]([CH:10]3[CH2:15][CH2:14][O:13][CH2:12][CH2:11]3)[S:4][C:3]=2[CH2:1][CH3:2])[OH:9])[CH2:21][CH2:20][CH2:19][CH2:18][CH2:17]1 |f:1.2,3.4|. Procedure details: To a solution of 2-ethyl-5-(tetrahydro-2H-pyran-4-yl)thiophene-3-carbaldehyde (692 mg) synthesized above in tetrahydrofuran (10 mL) was added dropwise 1.0M cyclohexylmagnesium bromide-tetrahydrofuran solution (4.64 mL) at 0° C., and the mixture was stirred for 2 hr. Saturated aqueous ammonium chloride solution was added to quench the reaction, tetrahydrofuran was evaporated using evaporator, and the mixture was extracted with ethyl acetate. The extract was washed with saturated brine, dried over... Reactants: C[Si](N[Si](C)(C)C)(C)C (hexamethyldisilazane), NC(=O)N (urea), [Cl-].[NH4+] (ammonium chloride), N (ammonia). Run in C1(=CC=CC=C1)C (toluene). Conditions: temperature 110 celsius. Product: C[Si](C)(C)NC(N[Si](C)(C)C)=O (bis-(trimethylsilyl-)urea). Yield: 98.4%. Reaction SMILES: C[Si](C)(C)[NH:3][Si:4]([CH3:7])([CH3:6])[CH3:5].[NH2:10][C:11](N)=[O:12].[Cl-].[NH4+].N>C1(C)C=CC=CC=1>[CH3:5][Si:4]([NH:10][C:11](=[O:12])[NH:3][Si:4]([CH3:5])([CH3:6])[CH3:7])([CH3:7])[CH3:6] |f:2.3|. Procedure details: A mixture containing 750 parts by volume of hexamethyldisilazane, 750 parts by volume of toluene, 180 parts urea and 0.5 part of ammonium chloride is heated to reflux temperature (approx. 110° C.). After refluxing for 1.25 hours the evolution of ammonia has stopped and the reaction is considered to be complete. The product is cooled, filtered andthe filtered residue dried at 12 mm Hg (abs.). Approximately 603 parts (98.4 percent of theoretical) of bis-(trimethylsilyl-)urea having a purityin exce... Starting materials: ClCC(CC(=O)OCC)=O (ethyl 4-chloroacetoacetate), C(OC)([O-])[O-] (methyl orthoformate). Reaction conditions: time 8 hour. Product: CO\C(=C/C(=O)OCC)\CCl (ethyl 3-methoxy-4-chlorocrotonate). Isolated yield 83.0%. Reaction SMILES: [Cl:1][CH2:2][C:3](=[O:10])[CH2:4][C:5]([O:7][CH2:8][CH3:9])=[O:6].[CH:11]([O-])([O-])OC>>[CH3:11][O:10]/[C:3](/[CH2:2][Cl:1])=[CH:4]\[C:5]([O:7][CH2:8][CH3:9])=[O:6]. Reported procedure: Two grams of amberlyst 15 ion exchange resin was added to a solution of 8.23 g (0.05 mol) of ethyl 4-chloroacetoacetate in 25 mL of methyl orthoformate. The solution was stirred overnight, the resin was filtered, and excess ortho ester was removed in vacuo. The residue was then heated slowly over 1 h to 190° C., after which it was allowed to cool and then short path distilled to yield 7.37 g (83%) of ethyl 3-methoxy-4-chlorocrotonate as a colorless liquid: bp 145°-148° C. (40 mm); VPC (6 ft 5% S... Starting materials: [N+](=O)([O-])C1=CC=C(C=C1)C=1N=CC(NC1)=O (5-(4-Nitrophenyl)-2(1H)-pyrazinone), [OH-].[Na+] (sodium hydroxide), O.NN (hydrazine hydrate). Reagents/catalysts: [Pd] (Palladium on charcoal). The solvent is O (water). Conditions: time 2 minute. Yields the product NC1=CC=C(C=C1)C=1N=CC(NC1)=O (5-(4-aminophenyl)-2(1H)-pyrazinone). Yield: 81.2%. RXN SMILES: [N+:1]([C:4]1[CH:9]=[CH:8][C:7]([C:10]2[N:11]=[CH:12][C:13](=[O:16])[NH:14][CH:15]=2)=[CH:6][CH:5]=1)([O-])=O.[OH-].[Na+].O.NN>[Pd].O>[NH2:1][C:4]1[CH:5]=[CH:6][C:7]([C:10]2[N:11]=[CH:12][C:13](=[O:16])[NH:14][CH:15]=2)=[CH:8][CH:9]=1 |f:1.2,3.4|. Reported procedure: 5-(4-Nitrophenyl)-2(1H)-pyrazinone (0.1 g) was warmed with water (2.5 ml) and 1N sodium hydroxide solution (0.46 ml) to about 70° C. To this solution was added 10% Palladium on charcoal (0.01 g), and subsequently hydrazine hydrate (0.1 ml). The well-stirred mixture was heated for 2 minutes, stirred for a further 2 minutes and filtered whilst hot. The filtrate was taken to pH6 with dilute hydrochloric acid, whereupon the solid was collected by filtration, washed with water and dried to give 5-(4-... Starting materials: O=C(C(=O)OCC)C(=O)OCC (diethyl ketomalonate), CO[NH3+].[Cl-] (o-methylhydroxylamine hydrochloride), N1=CC=CC=C1 (pyridine). Run in C(C)O (ethanol). Product: CON=C(C(=O)OCC)C(=O)OCC (Diethyl methoxyiminomalonate). The yield is 93221.8%. Reaction SMILES: O=[C:2]([C:8]([O:10][CH2:11][CH3:12])=[O:9])[C:3]([O:5][CH2:6][CH3:7])=[O:4].[CH3:13][O:14][NH3+:15].[Cl-].N1C=CC=CC=1>C(O)C>[CH3:13][O:14][N:15]=[C:2]([C:3]([O:5][CH2:6][CH3:7])=[O:4])[C:8]([O:10][CH2:11][CH3:12])=[O:9] |f:1.2|. Procedure: A solution of diethyl ketomalonate 1 (51.0 g, 0.293 mmol), o-methylhydroxylamine hydrochloride (24.46 g, 0.293 mmol) and pyridine (23.2 g, 0.293 mmol) in ethanol (250 ml) is heated to reflux for 3 hr. The solvent is removed under reduced pressure. The residue is dissolved in ethyl acetate and washed with water, dilute hydrogen chloride, aqueous sodium hydrogencarbonate solution, and water successively. After drying over sodium sulfate, the solvent is removed under reduced pressure. The resultant... Starting materials: CCCCCC(CO)c1ccc2c(c1)C(C)(C)CCN2CC, C1CCOC1, CCOC(=O)N=NC(=O)OCC, COC(=O)c1ccc(O)cc1, c1ccc(P(c2ccccc2)c2ccccc2)cc1. The product is CCCCCC(COc1ccc(C(=O)OC)cc1)c1ccc2c(c1)C(C)(C)CCN2CC. Reaction SMILES: [CH2:1]([CH3:2])[N:3]1[CH2:4][CH2:5][C:6]([CH3:21])([CH3:22])[c:7]2[cH:8][c:9]([CH:13]([CH2:14][OH:15])[CH2:16][CH2:17][CH2:18][CH2:19][CH3:20])[cH:10][cH:11][c:12]21.[CH2:65]1[O:66][CH2:67][CH2:68][CH2:69]1.[O:53]=[C:54]([O:55][CH2:56][CH3:57])[N:58]=[N:59][C:60]([O:61][CH2:62][CH3:63])=[O:64].[OH:42][c:43]1[cH:44][cH:45][c:46]([C:47](=[O:48])[O:49][CH3:50])[cH:51][cH:52]1.[c:23]1([P:24]([c:25]2[cH:26][cH:27][cH:28][cH:29][cH:30]2)[c:31]2[cH:32][cH:33][cH:34][cH:35][cH:36]2)[cH:37][cH:38][cH:39][cH:40][cH:41]1>>[CH2:1]([CH3:2])[N:3]1[CH2:4][CH2:5][C:6]([CH3:21])([CH3:22])[c:7]2[cH:8][c:9]([CH:13]([CH2:14][O:15][c:43]3[cH:44][cH:45][c:46]([C:47](=[O:48])[O:49][CH3:50])[cH:51][cH:52]3)[CH2:16][CH2:17][CH2:18][CH2:19][CH3:20])[cH:10][cH:11][c:12]21.